describe an organic reaction: reactants, conditions, products, and yield From a dataset of the Open Reaction Database (ORD), a public repository of structured organic reaction records. Starting materials: [Cl-].C[N+](CCCNC=O)(CC1=CC(=C(C=C1)OC)N)C (N,N-dimethyl-N-(3-amino-4-methoxybenzyl)-N-3-formamidopropylammonium chloride), [Cl-].C[N+](CCCN)(CC1=CC(=C(C=C1)OC)N)C (N,N-dimethyl-N-(3-amino-4-methoxybenzyl)-N-3-aminopropylammonium chloride), NC1=C(C=CC(=C1)C)OC (2-amino-4-methylanisole). Product: [Cl-].C[N+](CCCN)(CC1=CC(=C(C=C1)OC)N=NC1=C(C=C(C(=C1)OC)N)C)C (N,N-dimethyl-N-[3-(4-amino-5-methoxy-2-methylphenyl)azo-4-methoxybenzyl]-N-3-aminopropylammonium chloride). Reaction SMILES: [Cl-:1].[CH3:2][N+:3]([CH3:20])([CH2:10][C:11]1[CH:16]=[CH:15][C:14]([O:17][CH3:18])=[C:13]([NH2:19])[CH:12]=1)[CH2:4][CH2:5][CH2:6][NH:7]C=O.[Cl-].C[N+](C)([CH2:28][C:29]1[CH:34]=[CH:33][C:32]([O:35][CH3:36])=[C:31]([NH2:37])[CH:30]=1)CCCN.[NH2:39]C1C=C(C)C=CC=1OC>>[Cl-:1].[CH3:20][N+:3]([CH3:2])([CH2:10][C:11]1[CH:16]=[CH:15][C:14]([O:17][CH3:18])=[C:13]([N:19]=[N:39][C:34]2[CH:33]=[C:32]([O:35][CH3:36])[C:31]([NH2:37])=[CH:30][C:29]=2[CH3:28])[CH:12]=1)[CH2:4][CH2:5][CH2:6][NH2:7] |f:0.1,2.3,5.6|. Procedure details: Proceeding in a manner similar to that described above in Example 3, N,N-dimethyl-N-(3-amino-4-methoxybenzyl)-N-3-formamidopropylammonium chloride was hydrolyzed and the resulting N,N-dimethyl-N-(3-amino-4-methoxybenzyl)-N-3-aminopropylammonium chloride was diazotized and coupled with 2-amino-4-methylanisole to obtain N,N-dimethyl-N-[3-(4-amino-5-methoxy-2-methylphenyl)azo-4-methoxybenzyl]-N-3-aminopropylammonium chloride in aqueous solution. This product was diazotized in situ and coupled with ... Starting materials: COC(=O)C=1SC(=C(C1C1=CC=C(C=C1)C(C)(C)C)C#N)I (4-tert-butyl-phenyl-4-cyano-5-iodo-thiophene-2-carboxylic acid methyl ester), C(C)OC(=O)C=1SC(=C(C1C1=CC=C(C=C1)C1=C(C=CC=C1)SC)C#N)N (5-amino-4-cyano-3-(2′methylsulfanyl-biphenyl-4-yl)-thiophene-2-carboxylic acid ethyl ester). The product is C(C)OC(=O)C=1SC(=C(C1C1=CC=C(C=C1)C1=C(C=CC=C1)SC)C#N)I (4-Cyano-5-iodo-3-(2′-methylsulfanyl-biphenyl-4-yl)-thiophene-2-carboxylic acid ethyl ester). As a reaction SMILES: COC(C1SC([I:22])=C(C#N)C=1C1C=CC(C(C)(C)C)=CC=1)=O.[CH2:23]([O:25][C:26]([C:28]1[S:29][C:30](N)=[C:31]([C:47]#[N:48])[C:32]=1[C:33]1[CH:38]=[CH:37][C:36]([C:39]2[CH:44]=[CH:43][CH:42]=[CH:41][C:40]=2[S:45][CH3:46])=[CH:35][CH:34]=1)=[O:27])[CH3:24]>>[CH2:23]([O:25][C:26]([C:28]1[S:29][C:30]([I:22])=[C:31]([C:47]#[N:48])[C:32]=1[C:33]1[CH:38]=[CH:37][C:36]([C:39]2[CH:44]=[CH:43][CH:42]=[CH:41][C:40]=2[S:45][CH3:46])=[CH:35][CH:34]=1)=[O:27])[CH3:24]. Procedure details: Using a method substantially in accordance with the method of 3-(4-tert-butyl-phenyl-4-cyano-5-iodo-thiophene-2-carboxylic acid methyl ester starting with the compound 5-amino-4-cyano-3-(2′methylsulfanyl-biphenyl-4-yl)-thiophene-2-carboxylic acid ethyl ester gives the title compound: 1H NMR (400 MHz, CDCl3) δ 7.53-7.20 (m, 8H), 4.23 (q, 2H, J=7.2 Hz), 2.38 (s, 3H), 1.22 (t, 3H, J=7.0 Hz). Starting materials: B, CSC, O=C(O)CCc1ccccc1F, C1CCOC1. Yields the product OCCCc1ccccc1F. As a reaction SMILES: [BH3:4].[CH3:1][S:2][CH3:3].[F:5][c:6]1[c:7]([CH2:12][CH2:13][C:14](=[O:15])[OH:16])[cH:8][cH:9][cH:10][cH:11]1.[O:17]1[CH2:18][CH2:19][CH2:20][CH2:21]1>>[F:5][c:6]1[c:7]([CH2:12][CH2:13][CH2:14][OH:15])[cH:8][cH:9][cH:10][cH:11]1. Starting materials: C(CCC)[Li] (butyllithium), O1C=CC=C1 (furan), BrCCCBr (1,3-dibromopropane), BrCCCC=1OC=CC1 (2-(3-bromopropyl)furan), [N-]=[N+]=[N-].[Na+] (sodium azide), 1h. Run in C1CCOC1 (THF), C1CCOC1 (THF), O (Water), CN(C)C=O (DMF). Run at temperature 25 celsius, time 15 hour. The product is N(=[N+]=[N-])CCCC=1OC=CC1 (2-(3-azidopropyl)-furan). The yield is 82.7%. RXN SMILES: C([Li])CCC.O1C=CC=C1.BrCCCBr.Br[CH2:17][CH2:18][CH2:19][C:20]1[O:21][CH:22]=[CH:23][CH:24]=1.[N-:25]=[N+:26]=[N-:27].[Na+]>C1COCC1.CN(C=O)C.O>[N:25]([CH2:17][CH2:18][CH2:19][C:20]1[O:21][CH:22]=[CH:23][CH:24]=1)=[N+:26]=[N-:27] |f:4.5|. Procedure details: At 0° C., butyllithium (70 mL, 1.6 M in hexane) was added to a solution of furan (10 g, 0.15 mol) in THF (150 mL). The mixture was stirred at 0° C. for 1h, then treated with a solution of 1,3-dibromopropane (30 g, 0.15 mol) in THF (50 mL). The mixture was allowed to warm to 25° C. over 2 h, then quenched with a saturated NH4Cl solution (50 mL). The aqueous phase was extracted with diethyl ether (3×50 mL) and the combined organic extracts was dried over Na2SO4. The solvent was evaporated to give ... Reactants: NC=1N(C(C2=C(N1)N(C=C2C2=C(C=C(C=C2C)C)C)C)=O)C (2-amino-5-mesityl-3,7-dimethyl-3,7-dihydro-4H-pyrrolo[2,3-d]pyrimidin-4-one), BrCCCCCBr (1,5-dibromopentane), [H-].[Na+] (sodium hydride). Solvent: CN(C=O)C (N,N-dimethylformamide). Run at time 1 hour. Product: C1(=C(C(=CC(=C1)C)C)C1=CN(C=2N=C(N(C(C21)=O)C)N2CCCCC2)C)C (5-Mesityl-3,7-dimethyl-2-piperidin-1-yl-3,7-dihydro-4H-pyrrolo[2,3-d]pyrimidin-4-one). Isolated yield 67.3%. As a reaction SMILES: [NH2:1][C:2]1[N:3]([CH3:22])[C:4](=[O:21])[C:5]2[C:10]([C:11]3[C:16]([CH3:17])=[CH:15][C:14]([CH3:18])=[CH:13][C:12]=3[CH3:19])=[CH:9][N:8]([CH3:20])[C:6]=2[N:7]=1.Br[CH2:24][CH2:25][CH2:26][CH2:27][CH2:28]Br.[H-].[Na+]>CN(C)C=O>[C:12]1([CH3:19])[CH:13]=[C:14]([CH3:18])[CH:15]=[C:16]([CH3:17])[C:11]=1[C:10]1[C:5]2[C:4](=[O:21])[N:3]([CH3:22])[C:2]([N:1]3[CH2:28][CH2:27][CH2:26][CH2:25][CH2:24]3)=[N:7][C:6]=2[N:8]([CH3:20])[CH:9]=1 |f:2.3|. Procedure details: To a solution of 2-amino-5-mesityl-3,7-dimethyl-3,7-dihydro-4H-pyrrolo[2,3-d]pyrimidin-4-one (0.063 g, 0.212 mmol) in N,N-dimethylformamide (1 mL) was added 1,5-dibromopentane (0.029 mL, 0.212 mmol) and sodium hydride (66% in oil, 0.015 g, 0.426 mmol) at 0° C., and the mixture was allowed to stir at room temperature for 1 hour. The reaction mixture was diluted with ice-cold water and extracted with ethyl acetate. The organic layer was washed with water and brine, dried over sodium sulfate and co... Starting materials: OC1=CC=2C3=C(NC2C=C1)C(CC3)CC(=O)OCC (Ethyl 2-(7-hydroxy-1,2,3,4-tetrahydrocyclopenta[b]indol-3-yl)acetate), OCC=1C=C(C#N)C=C(C1)OC(F)(F)F (3-(hydroxymethyl)-5-(trifluoromethoxy)benzonitrile), CC(C)OC(=O)/N=N/C(=O)OC(C)C (DIAD), C1(=CC=CC=C1)P(C1=CC=CC=C1)C1=CC=CC=C1 (triphenylphosphine), C1(=CC=CC=C1)P(C1=CC=CC=C1)C1=CC=CC=C1 (Triphenylphosphine), CC(C)OC(=O)/N=N/C(=O)OC(C)C (diisopropylazodicarboxylate). The solvent is C1CCOC1 (THF), O (water). Conditions: temperature 0 celsius, time 1 hour. Product: C(#N)C=1C=C(COC2=CC=3C4=C(NC3C=C2)C(CC4)CC(=O)OCC)C=C(C1)OC(F)(F)F (ethyl 2-(7-(3-cyano-5-(trifluoromethoxy)benzyloxy)-1,2,3,4-tetrahydrocyclopenta[b]indol-3-yl)acetate). Isolated yield 28.7%. Reaction SMILES: [OH:1][C:2]1[CH:10]=[CH:9][C:8]2[NH:7][C:6]3[CH:11]([CH2:14][C:15]([O:17][CH2:18][CH3:19])=[O:16])[CH2:12][CH2:13][C:5]=3[C:4]=2[CH:3]=1.O[CH2:21][C:22]1[CH:23]=[C:24]([CH:27]=[C:28]([O:30][C:31]([F:34])([F:33])[F:32])[CH:29]=1)[C:25]#[N:26].C1(P(C2C=CC=CC=2)C2C=CC=CC=2)C=CC=CC=1.CC(OC(/N=N/C(OC(C)C)=O)=O)C>C1COCC1.O>[C:25]([C:24]1[CH:23]=[C:22]([CH:29]=[C:28]([O:30][C:31]([F:32])([F:34])[F:33])[CH:27]=1)[CH2:21][O:1][C:2]1[CH:10]=[CH:9][C:8]2[NH:7][C:6]3[CH:11]([CH2:14][C:15]([O:17][CH2:18][CH3:19])=[O:16])[CH2:12][CH2:13][C:5]=3[C:4]=2[CH:3]=1)#[N:26]. Procedure details: Ethyl 2-(7-hydroxy-1,2,3,4-tetrahydrocyclopenta[b]indol-3-yl)acetate (100 mg, 0.386 mmol) and 3-(hydroxymethyl)-5-(trifluoromethoxy)benzonitrile (84 mg, 0.386 mmol) were dissolved in THF (3.0 mL) and cooled to 0° C. Triphenylphosphine (202 mg, 0.771 mmol) and diisopropylazodicarboxylate (DIAD) (0.15 mL, 0.771 mmol) were added. The mixture was warmed to room temperature and stirred for 1 h. Additional DIAD (0.15 mL, 0.771 mmol) and triphenylphosphine (202 mg, 0.771 mmol) were added and the reacti...